This data is from the Open Reaction Database (ORD), a public repository of structured organic reaction records. The task is: describe an organic reaction: reactants, conditions, products, and yield Reactants: CC(C)([O-])C.[K+] (potassium tert-butoxide), FC1=CC=C(C=C1)[N+](=O)[O-] (4-fluoronitrobenzene), NC1=NC=CC=C1C (2-amino-3-methylpyridine), C(=O)([O-])[O-].[K+].[K+] (K2CO3). Solvent: CN1C(CCC1)=O (N-methylpyrrolidinone), O (water). Conditions: temperature 60 celsius, time 6 hour. The product is CC=1C(=NC=CC1)NC1=CC=C(C=C1)[N+](=O)[O-] (3-methyl-N-(4-nitrophenyl)pyrid-2-amine). The yield is 36.9%. As a reaction SMILES: F[C:2]1[CH:7]=[CH:6][C:5]([N+:8]([O-:10])=[O:9])=[CH:4][CH:3]=1.[NH2:11][C:12]1[C:17]([CH3:18])=[CH:16][CH:15]=[CH:14][N:13]=1.C([O-])([O-])=O.[K+].[K+].CC(C)([O-])C.[K+]>O.CN1CCCC1=O>[CH3:18][C:17]1[C:12]([NH:11][C:2]2[CH:7]=[CH:6][C:5]([N+:8]([O-:10])=[O:9])=[CH:4][CH:3]=2)=[N:13][CH:14]=[CH:15][CH:16]=1 |f:2.3.4,5.6|. Reported procedure: 0.3 g of 4-fluoronitrobenzene, 0.46 g of 2-amino-3-methylpyridine, and 0.353 g of K2CO3 were added to a solution of 2.5 ml of N-methylpyrrolidinone. The reaction medium was heated at 60° C. for 1 hour and 0.286 g of potassium tert-butoxide was then added. Heating was then continued for 6 hours and, after cooling to room temperature, the reaction medium was then poured into a water and ice mixture. The yellow precipitate formed was filtered off, reslurried in water and then dried over P2O5. 0.18 ... The reactants are COC1=C(C(=CC(=C1)C=CC1=CC=C(C=C1)[N+](=O)[O-])OC)OC (1,2,3-trimethoxy-5-[2-(4-nitrophenyl)ethenyl]benzene). Reagents/catalysts: [Ni] (Ra—Ni). The solvent is C1CCOC1 (THF). Product: COC=1C=C(C=C(C1OC)OC)CCC1=CC=C(C=C1)N (4-[2-(3,4,5-Trimethoxy-phenyl)-ethyl]-phenylamine). Isolated yield 76.7%. Reaction SMILES: [CH3:1][O:2][C:3]1[CH:8]=[C:7]([CH:9]=[CH:10][C:11]2[CH:16]=[CH:15][C:14]([N+:17]([O-])=O)=[CH:13][CH:12]=2)[CH:6]=[C:5]([O:20][CH3:21])[C:4]=1[O:22][CH3:23]>C1COCC1.[Ni]>[CH3:21][O:20][C:5]1[CH:6]=[C:7]([CH2:9][CH2:10][C:11]2[CH:12]=[CH:13][C:14]([NH2:17])=[CH:15][CH:16]=2)[CH:8]=[C:3]([O:2][CH3:1])[C:4]=1[O:22][CH3:23]. Reported procedure: The title compound was prepared from 1,2,3-trimethoxy-5-[2-(4-nitrophenyl)ethenyl]benzene (9.5 g, 0.03 mol) and Ra—Ni (1.0 g) in THF (50 mL) at 21-26° C. (ΔP=9.6 psi) under a hydrogen atmosphere using the procedure described in Example 1, Step B. This procedure yielded a tan powder, 6.6 g (0.023 mol, 74%) of the desired product. mp 91-93° C.